Dataset: the Open Reaction Database (ORD), a public repository of structured organic reaction records. Task: describe an organic reaction: reactants, conditions, products, and yield Reactants: CC(=O)O, OCCCCCCCCO, CCCCC=CC=CCCCCCCCO, ClCCl, Cl, C1=COCCC1. Yields the product OCCCCCCCCOC1CCCCO1. Reaction SMILES: [C:1]([OH:2])(=[O:3])[CH3:4].[CH2:21]([CH2:22][CH2:23][CH2:24][CH2:25][CH2:26][CH2:27][CH2:28][OH:29])[OH:30].[CH2:5]([CH2:6][CH2:7][CH2:8][CH2:9][CH2:10][CH2:11][CH:12]=[CH:13][CH:14]=[CH:15][CH2:16][CH2:17][CH2:18][CH3:19])[OH:20].[Cl:38][CH2:39][Cl:40].[ClH:37].[O:31]1[CH:32]=[CH:33][CH2:34][CH2:35][CH2:36]1>>[CH2:5]1[CH2:6][CH2:7][CH2:8][CH:9]([O:29][CH2:28][CH2:27][CH2:26][CH2:25][CH2:24][CH2:23][CH2:22][CH2:21][OH:30])[O:20]1. Starting materials: C(C)(=O)O[BH-](OC(C)=O)OC(C)=O.[Na+] (sodium triacetoxyborohydride), Cl.FC=1C=CC2=C(N(C(O2)=O)C2CCNCC2)C1 (5-Fluoro-3-(4-piperidinyl)-1,3-benzoxazol-2(3H)-one hydrochloride), C(C)OC1CCC(CC1)=O (4-(ethyloxy)cyclohexanone), CCN(C(C)C)C(C)C (Hunig's base). Run in CO (methanol), CN1C(CCC1)=O (N-methylpyrrolidone). Reaction conditions: time 2 hour. Yields the product C(C)O[C@@H]1CC[C@H](CC1)N1CCC(CC1)N1C(OC2=C1C=C(C=C2)F)=O (3-{1-[trans-4-(ethyloxy)cyclohexyl]-4-piperidinyl}-5-fluoro-1,3-benzoxazol-2(3H)-one), solid. Reaction SMILES: Cl.[F:2][C:3]1[CH:4]=[CH:5][C:6]2[O:10][C:9](=[O:11])[N:8]([CH:12]3[CH2:17][CH2:16][NH:15][CH2:14][CH2:13]3)[C:7]=2[CH:18]=1.[CH2:19]([O:21][CH:22]1[CH2:27][CH2:26][C:25](=O)[CH2:24][CH2:23]1)[CH3:20].CCN(C(C)C)C(C)C.C(O[BH-](OC(=O)C)OC(=O)C)(=O)C.[Na+]>CN1CCCC1=O.CO>[CH2:19]([O:21][C@H:22]1[CH2:27][CH2:26][C@H:25]([N:15]2[CH2:14][CH2:13][CH:12]([N:8]3[C:7]4[CH:18]=[C:3]([F:2])[CH:4]=[CH:5][C:6]=4[O:10][C:9]3=[O:11])[CH2:17][CH2:16]2)[CH2:24][CH2:23]1)[CH3:20] |f:0.1,4.5|. Procedure details: A mixture of 5-fluoro-3-(4-piperidinyl)-1,3-benzoxazol-2(3H)-one hydrochloride D138 (0.2 g), 4-(ethyloxy)cyclohexanone (WO2007107566) (0.2 g), and Hunig's base (0.1 g) in N-methylpyrrolidone (5 mL) was stirred for 2 hours then treated with sodium triacetoxyborohydride (0.5 g) was added and stirring was continued for four days. The mixture was diluted with methanol, loaded onto a SCX column and the column was eluted with methanol followed by 2M ammonia in methanol. The methanolic ammonia fraction... Starting materials: Cl (HCl), C(C1=CC=CC=C1)OC1=CC(N(C=C1)CCC(C(=O)NOC1OCCCC1)(S(=O)(=O)C)C)=O (4-[4-(Benzyloxy)-2-oxopyridin-1(2H)-yl]-2-methyl-2-(methylsulfonyl)-N-(tetrahydro-2H-pyran-2-yloxy)butanamide), CO (Methanol). The solvent is C(Cl)Cl (methylene chloride). Reaction conditions: time 15 minute. The product is C(C1=CC=CC=C1)OC1=CC(N(C=C1)CCC(C(=O)NO)(S(=O)(=O)C)C)=O (4-[4-(Benzyloxy)-2-oxopyridin-1(2H)-yl]-N-hydroxy-2-methyl-2-(methylsulfonyl)butanamide). Yield: 26.7%. As a reaction SMILES: [CH2:1]([O:8][C:9]1[CH:14]=[CH:13][N:12]([CH2:15][CH2:16][C:17]([CH3:32])([S:28]([CH3:31])(=[O:30])=[O:29])[C:18]([NH:20][O:21]C2CCCCO2)=[O:19])[C:11](=[O:33])[CH:10]=1)[C:2]1[CH:7]=[CH:6][CH:5]=[CH:4][CH:3]=1.Cl.CO>C(Cl)Cl>[CH2:1]([O:8][C:9]1[CH:14]=[CH:13][N:12]([CH2:15][CH2:16][C:17]([CH3:32])([S:28]([CH3:31])(=[O:29])=[O:30])[C:18]([NH:20][OH:21])=[O:19])[C:11](=[O:33])[CH:10]=1)[C:2]1[CH:3]=[CH:4][CH:5]=[CH:6][CH:7]=1. Reported procedure: 4-[4-(Benzyloxy)-2-oxopyridin-1(2H)-yl]-2-methyl-2-(methylsulfonyl)-N-(tetrahydro-2H-pyran-2-yloxy)butanamide (536.3 mg, 1.12 mmol) was dissolved in methylene chloride (5 mL) at ambient temperature. To this solution was added HCl (4M in 1,4-dioxane, 8.41 mL, 30 mmol) and the slurry was stirred at RT for 15 minutes. Methanol (1 mL) was added followed by silica gel and the mixture was concentrated to dryness. The crude material purified via silica gel chromatography eluting with methylene chloride... Reactants: 100, CC(=CCO)C (3-methyl-2-buten-1-ol), CC(=CC=O)C (3,3-dimethylacrolein), COCCO (ethylene glycol monomethyl ether), OO (hydrogen peroxide). Run in O (water). The product is 84.5, CC(C)=CCCC(C)=CC=O (citral). Yield: 88.0%. Reaction SMILES: [CH3:1][C:2]([CH3:6])=[CH:3][CH2:4][OH:5].[CH3:7][C:8]([CH3:12])=[CH:9][CH:10]=O.COCCO.OO>O>[CH3:7][C:8](=[CH:9][CH2:10][CH2:1][C:2](=[CH:3][CH:4]=[O:5])[CH3:6])[CH3:12]. Reported procedure: A mixture of 100 parts of 3-methyl-2-buten-1-ol, 100 parts of 3,3-dimethylacrolein, 200 parts of ethylene glycol monomethyl ether and 3 parts of 30% aqueous hydrogen peroxide solution is heated under reflux for six hours while stirring and the water formed is removed continuously using pentane as entrainer. Fractional distillation of the reaction product gives 84.5 parts of citral, equivalent to a yield of 88% of theory, at a conversion of 53% (based on 3,3-dimethylacrolein).